The task is: describe an organic reaction: reactants, conditions, products, and yield. This data is from the Open Reaction Database (ORD), a public repository of structured organic reaction records. The reactants are C(C1=CC=CC=C1)OC1=C2C=C(N(C2=CC=C1)C)C(=O)O (4-benzyloxy-1-methyl-1H-indole-2-carboxylic acid), CNCCC1=CC=CC=C1 (N-methylphenethylamine). The product is CN(C(=O)C=1N(C2=CC=CC(=C2C1)O)C)CCC1=CC=CC=C1 (N-Methyl-N-Phenethyl 4-hydroxy-1-methyl-1H-indole-2-carboxamide). RXN SMILES: C([O:8][C:9]1[CH:17]=[CH:16][CH:15]=[C:14]2[C:10]=1[CH:11]=[C:12]([C:19]([OH:21])=O)[N:13]2[CH3:18])C1C=CC=CC=1.[CH3:22][NH:23][CH2:24][CH2:25][C:26]1[CH:31]=[CH:30][CH:29]=[CH:28][CH:27]=1>>[CH3:22][N:23]([CH2:24][CH2:25][C:26]1[CH:31]=[CH:30][CH:29]=[CH:28][CH:27]=1)[C:19]([C:12]1[N:13]([CH3:18])[C:14]2[C:10]([CH:11]=1)=[C:9]([OH:8])[CH:17]=[CH:16][CH:15]=2)=[O:21]. Reported procedure: From 4-benzyloxy-1-methyl-1H-indole-2-carboxylic acid and N-methylphenethylamine the title compound was prepared by a method analogous to that described in Example 11. MS ES (M++H)=309. Starting materials: N1(CC1)C=1C2=C(N=C(N1)C)C(=NN2CC)C (7-(1-aziridinyl)-3,5-dimethyl-1-ethyl-1H-pyrazolo[4,3-d]pyrimidine), [I-].[Na+] (sodium iodide). Solvent: CC(=O)C (acetone). Run at time 8 hour. Yields the product C(C)N1N=C(C2=C1C=1N(C(=N2)C)CCN1)C (1-Ethyl-7,8-dihydro-3,5-dimethyl-1H-imidazo[1,2-c]pyrazolo[3,4-e]pyrimidine). Isolated yield 56.6%. Reaction SMILES: [N:1]1([C:4]2[C:5]3[N:13]([CH2:14][CH3:15])[N:12]=[C:11]([CH3:16])[C:6]=3[N:7]=[C:8]([CH3:10])[N:9]=2)[CH2:3][CH2:2]1.[I-].[Na+]>CC(C)=O>[CH2:14]([N:13]1[C:5]2[C:4]3[N:9]([CH2:2][CH2:3][N:1]=3)[C:8]([CH3:10])=[N:7][C:6]=2[C:11]([CH3:16])=[N:12]1)[CH3:15] |f:1.2|. Reported procedure: The above aziridine (14 g, 0.065 mol) is dissolved in 150 ml acetone and 12 g (0.08 mol) of sodium iodide is added. The mixture is stirred overnight as a solid separates. The cooled mixture is filtered, the filter cake is washed with saturated NaHCO3 solution then water to yield 8 g (57%) of the title compound, mp 168°-170° C. Reactants: N1=C(C=CC=C1)NN (pyridin-2-yl-hydrazine), FC1=C(C=C2C=CC=NC2=C1)CC1=CN=C2N1N=C(C=C2)C(C)=O (1-[3-(7-fluoro-quinolin-6-ylmethyl)-imidazo[1,2-b]pyridazin-6-yl]ethanone). The product is FC1=C(C=C2C=CC=NC2=C1)CC1=CN=C2N1N=C(C=C2)/C(/C)=N/NC2=NC=CC=C2 ((E)-7-Fluoro-6-((6-(1-(2-(pyridin-2-yl)hydrazono)ethyl)imidazo[1,2-b]pyridazin-3-yl)methyl)quinoline). The yield is 48.0%. RXN SMILES: [N:1]1[CH:6]=[CH:5][CH:4]=[CH:3][C:2]=1[NH:7][NH2:8].[F:9][C:10]1[CH:19]=[C:18]2[C:13]([CH:14]=[CH:15][CH:16]=[N:17]2)=[CH:12][C:11]=1[CH2:20][C:21]1[N:25]2[N:26]=[C:27]([C:30](=O)[CH3:31])[CH:28]=[CH:29][C:24]2=[N:23][CH:22]=1>>[F:9][C:10]1[CH:19]=[C:18]2[C:13]([CH:14]=[CH:15][CH:16]=[N:17]2)=[CH:12][C:11]=1[CH2:20][C:21]1[N:25]2[N:26]=[C:27](/[C:30](=[N:8]/[NH:7][C:2]3[CH:3]=[CH:4][CH:5]=[CH:6][N:1]=3)/[CH3:31])[CH:28]=[CH:29][C:24]2=[N:23][CH:22]=1. Procedure: The title compound was prepared from pyridin-2-yl-hydrazine and 1-[3-(7-fluoro-quinolin-6-ylmethyl)-imidazo[1,2-b]pyridazin-6-yl]ethanone in analogy to the synthesis of example 1 in 48% yield as a white solid. 1H-NMR (400 MHz, DMSO-d6) δ ppm 10.27 (s, 1H), 8.86 (dd, 1H), 8.31 (d, 1H), 8.19 (d, 1H), 7.97 (m, 3H), 7.78 (d, 1H), 7.70 (t, 1H), 7.65 (s, 1H), 7.47 (q, 1H), 7.40 (d, 1H), 6.87 (dd, 1H), 4.58 (s, 2H), 2.36 (s, 3H). LCMS (method A): [MH]+=412, tR=4.78 min. Reagents/catalysts: C=1C=CC(=CC1)[P](C=2C=CC=CC2)(C=3C=CC=CC3)[Pd]([P](C=4C=CC=CC4)(C=5C=CC=CC5)C=6C=CC=CC6)([P](C=7C=CC=CC7)(C=8C=CC=CC8)C=9C=CC=CC9)[P](C=1C=CC=CC1)(C=1C=CC=CC1)C=1C=CC=CC1 (Pd(PPh3)4). Starting materials: BrC1=C2CCC(OC2=C(C(=C1O)C)C)(C)C (5-bromo-2,2,7,8-tetramethyl-chroman-6-ol), [N+](=O)([O-])C=1C=C(C=CC1)B(O)O (3-nitrophenyl boronic acid), O (water). Conditions: temperature 120 celsius, time 4 hour. Reported procedure: A mixture of 5-bromo-2,2,7,8-tetramethyl-chroman-6-ol (400 mg, 1.40 mmol), 3-nitrophenyl boronic acid (300 mg, and Pd(PPh3)4 (100 mg, 5% mol) in glycol dimethyl ether (DME, 20 mL) and 2M Na2CO3 solution (5 mL) was stirred at 120° C. for 3-5 h. After pouring it into water, the mixture was extracted with EtOAc. The EtOAc layer was washed with water, dried and concentrated. The residue was purified by silica gel column chromatography eluting with 10% EtOAc in hexane to give a yellow solid (140 mg).... The product is CC1(OC2=C(C(=C(C(=C2CC1)C1=CC(=CC=C1)[N+](=O)[O-])O)C)C)C (2,2,7,8-Tetramethyl-5-(3-nitro-phenyl)-chroman-6-ol). RXN SMILES: Br[C:2]1[C:11]([OH:12])=[C:10]([CH3:13])[C:9]([CH3:14])=[C:8]2[C:3]=1[CH2:4][CH2:5][C:6]([CH3:16])([CH3:15])[O:7]2.[N+:17]([C:20]1[CH:21]=[C:22](B(O)O)[CH:23]=[CH:24][CH:25]=1)([O-:19])=[O:18].O>COCCOC.C([O-])([O-])=O.[Na+].[Na+].C1C=CC([P]([Pd]([P](C2C=CC=CC=2)(C2C=CC=CC=2)C2C=CC=CC=2)([P](C2C=CC=CC=2)(C2C=CC=CC=2)C2C=CC=CC=2)[P](C2C=CC=CC=2)(C2C=CC=CC=2)C2C=CC=CC=2)(C2C=CC=CC=2)C2C=CC=CC=2)=CC=1>[CH3:15][C:6]1([CH3:16])[CH2:5][CH2:4][C:3]2[C:8](=[C:9]([CH3:14])[C:10]([CH3:13])=[C:11]([OH:12])[C:2]=2[C:24]2[CH:23]=[CH:22][CH:21]=[C:20]([N+:17]([O-:19])=[O:18])[CH:25]=2)[O:7]1 |f:4.5.6,^1:45,47,66,85|. Solvent: COCCOC (glycol dimethyl ether), C(=O)([O-])[O-].[Na+].[Na+] (Na2CO3). Starting materials: OC=1C=C(C=NC1)C(=O)OC (Methyl 5-hydroxypyridine-3-carboxylate). The reagents and catalysts are [Rh] (rhodium on alumina). Solvent: C(C)(=O)O (acetic acid). Reaction conditions: time 18 hour. The product is COC(=O)C1CNCC(C1)O (5-Hydroxy-piperidine-3-carboxylic acid methyl ester). Reaction SMILES: [OH:1][C:2]1[CH:3]=[C:4]([C:8]([O:10][CH3:11])=[O:9])[CH:5]=[N:6][CH:7]=1>[Rh].C(O)(=O)C>[CH3:11][O:10][C:8]([CH:4]1[CH2:3][CH:2]([OH:1])[CH2:7][NH:6][CH2:5]1)=[O:9]. Procedure details: Methyl 5-hydroxypyridine-3-carboxylate (22 g, 140 mmol), acetic acid (250 mL) and rhodium on alumina (2.2 g, 21 mmol) were added to a 1 L reactor. The mixture was hydrogenated at 200 psi and 50° C. for 18 h. The reaction was allowed to cool, then filtered through a microfiber filter paper, and concentrated in vacuo which afforded a viscous colorless residue. The residue was azeotroped with toluene and dried which gave the title compound IIIa (25.4 g, 78%). The reactants are BrC1=CC(=C(N)C(=C1)F)Cl (4-bromo-2-chloro-6-fluoroaniline), FC1=C(C=C(C=C1)OC)B(O)O (2-fluoro-5-methoxyphenylboronic acid). The product is ClC=1C=C(C=C(C1N)F)C1=C(C=CC(=C1)OC)F (3-chloro-2′,5-difluoro-5′-methoxybiphenyl-4-amine). Yield: 59.0%. RXN SMILES: Br[C:2]1[CH:8]=[C:7]([F:9])[C:5]([NH2:6])=[C:4]([Cl:10])[CH:3]=1.[F:11][C:12]1[CH:17]=[CH:16][C:15]([O:18][CH3:19])=[CH:14][C:13]=1B(O)O>>[Cl:10][C:4]1[CH:3]=[C:2]([C:13]2[CH:14]=[C:15]([O:18][CH3:19])[CH:16]=[CH:17][C:12]=2[F:11])[CH:8]=[C:7]([F:9])[C:5]=1[NH2:6]. Reported procedure: The title compound (70 mg) was prepared from 4-bromo-2-chloro-6-fluoroaniline (100 mg, 0.44 mmol) and 2-fluoro-5-methoxyphenylboronic acid (98 mg, 0.58 mmol) as a white solid. 1H-NMR (δ ppm, DMSO-d6, 400 MHz): 7.30-7.24 (m, 2H), 7.17 (t, J 9.1, 1H), 7.02-6.97 (m, 1H), 6.90-6.84 (m, 1H), 5.61 (s, 2H), 3.77 (s, 3H). The reactants are N1=C(C=CC=C1)C(C)=O (1-(pyridin-2-yl)ethan-1-one), Br[Mg]C#C (bromo(ethynyl)magnesium). The solvent is O1CCCC1 (tetrahydrofuran). Reaction conditions: temperature 0 celsius, time 30 minute. The product is N1=C(C=CC=C1)C(C)(C#C)O ((±)-2-(Pyridin-2-yl)but-3-yn-2-ol). Reaction SMILES: [N:1]1[CH:6]=[CH:5][CH:4]=[CH:3][C:2]=1[C:7](=[O:9])[CH3:8].Br[Mg][C:12]#[CH:13]>O1CCCC1>[N:1]1[CH:6]=[CH:5][CH:4]=[CH:3][C:2]=1[C:7]([OH:9])([C:12]#[CH:13])[CH3:8]. Procedure details: This compound was prepared according to a procedure similar to that described in Procedure A. Into a 500-mL 3-necked round-bottom flask purged and maintained with an inert atmosphere of nitrogen, was placed a solution of 1-(pyridin-2-yl)ethan-1-one (6.0 g, 49.53 mmol, 1.00 equiv) in tetrahydrofuran (20 mL). This was followed by the addition of bromo(ethynyl)magnesium (0.5 M in THF, 250 mL, 2.50 equiv) dropwise with stiffing at 0° C. The resulting solution was stirred for 30 min at 0° C. The resu... Starting materials: O (water), CN1CCN(CC1)C1=CC=C(C(=O)O)C=C1 (4-(1-Methylpiperazin-4-yl)benzoic acid), C(C)(C)(C)OC(=O)NC1=C(C=CC=C1)N (1-(N-t-butoxycarbonylamino)-2-aminobenzene), 4-(4,6-dimethoxy-1,3,5-triazinyl-2-yl)-4-methylmorpholinium chloride. Run in CN(C)C=O (DMF). Conditions: time 20 hour. Product: C(C)(C)(C)OC(=O)NC1=C(C=CC=C1)NC(C1=CC=C(C=C1)N1CCN(CC1)C)=O (N-(2-t-Butoxycarbonylaminophenyl)-4-(1-methylpiperazin-4-yl)benzamide). Reaction SMILES: [CH3:1][N:2]1[CH2:7][CH2:6][N:5]([C:8]2[CH:16]=[CH:15][C:11]([C:12]([OH:14])=O)=[CH:10][CH:9]=2)[CH2:4][CH2:3]1.[C:17]([O:21][C:22]([NH:24][C:25]1[CH:30]=[CH:29][CH:28]=[CH:27][C:26]=1[NH2:31])=[O:23])([CH3:20])([CH3:19])[CH3:18].O>CN(C=O)C>[C:17]([O:21][C:22]([NH:24][C:25]1[CH:30]=[CH:29][CH:28]=[CH:27][C:26]=1[NH:31][C:12](=[O:14])[C:11]1[CH:10]=[CH:9][C:8]([N:5]2[CH2:4][CH2:3][N:2]([CH3:1])[CH2:7][CH2:6]2)=[CH:16][CH:15]=1)=[O:23])([CH3:20])([CH3:18])[CH3:19]. Procedure details: 4-(1-Methylpiperazin-4-yl)benzoic acid (250 mg, 1.13 mmol) and 1-(N-t-butoxycarbonylamino)-2-aminobenzene (Method 17, 331 mg, 1.59 mmol) were dissolved in DMF (3 ml). 4-(4,6-dimethoxy-1,3,5-triazinyl-2-yl)-4-methylmorpholinium chloride (Method 18, 313 mg, 1.13 mmol) was added and the resulting solution was stirred for 20 hours at ambient temperature. The solution was poured into water and extracted several times with ethyl acetate. The combined organic extracts were dried over magnesium sulfate ... The reactants are ClC1=CC2=C([C@H](CN(CC2)C)C2=C(CCC2)C)C=C1O ((R)-7-chloro-8-hydroxy-3-methyl-(2-methyl-1-cyclopentenyl)-2,3,4,5-tetrahydro-1H-3-benzazepine), Cl (hydrochloride). Yields the product ClC1=CC2=C([C@@H](CN(CC2)C)C(=C(C)C)C)C=C1O ((S)-7-chloro-8-hydroxy-3-methyl-1-(1,2-dimethyl-1-propenyl)-2,3,4,5-tetrahydro-1H-3-benzazepine). Reaction SMILES: [Cl:1][C:2]1[C:19]([OH:20])=[CH:18][C:5]2[C@@H:6]([C:12]3[CH2:16]C[CH2:14][C:13]=3[CH3:17])[CH2:7][N:8]([CH3:11])[CH2:9][CH2:10][C:4]=2[CH:3]=1.Cl>>[Cl:1][C:2]1[C:19]([OH:20])=[CH:18][C:5]2[C@H:6]([C:12]([CH3:16])=[C:13]([CH3:17])[CH3:14])[CH2:7][N:8]([CH3:11])[CH2:9][CH2:10][C:4]=2[CH:3]=1. Procedure details: (R)-7-chloro-8-hydroxy-3-methyl-(2-methyl-1-cyclopentenyl)-2,3,4,5-tetrahydro-1H-3-benzazepine, m.p. of hydrochloride 249-251° C. (dec.). Starting materials: C(C1=CC=CC=C1)OC1=C(NC=CC1=O)C (3-benzyloxy-2-methyl-1H-pyridin-4-one), C([O-])([O-])=O.[K+].[K+] (potassium carbonate), C(F)(F)(F)C(O)OC (CF3CH(OH)OCH3), ClCCl (dichloromethane). Solvent: O (water). Yields the product C(C1=CC=CC=C1)OC1=C(NC=C(C1=O)C(C(F)(F)F)O)C (3-benzyloxy-2-methyl-5-(2,2,2-trifluoro-1-hydroxy-ethyl)-1H-pyridin-4-one). Isolated yield 24.0%. Reaction SMILES: [CH2:1]([O:8][C:9]1[C:14](=[O:15])[CH:13]=[CH:12][NH:11][C:10]=1[CH3:16])[C:2]1[CH:7]=[CH:6][CH:5]=[CH:4][CH:3]=1.C(=O)([O-])[O-].[K+].[K+].[C:23]([CH:27](OC)[OH:28])([F:26])([F:25])[F:24].ClCCl>O>[CH2:1]([O:8][C:9]1[C:14](=[O:15])[C:13]([CH:27]([OH:28])[C:23]([F:26])([F:25])[F:24])=[CH:12][NH:11][C:10]=1[CH3:16])[C:2]1[CH:3]=[CH:4][CH:5]=[CH:6][CH:7]=1 |f:1.2.3|. Procedure: A mixture of 3-benzyloxy-2-methyl-1H-pyridin-4-one (10.0 g, 46.4 mmol), potassium carbonate (19 g, 138 mmol), and CF3CH(OH)OCH3 (35 mL, 0.35 mol) in a 500 mL 3-necked round bottom flask equipped with a mechanical stirrer was heated to reflux for 6 days. The progress of the reaction was monitored by HPLC Method 3 (Example 24). Analysis of the HPLC data indicated that there was about 42% conversion. The reaction was stopped, and dichloromethane and deionized water were added. The organic fraction ...